Dataset: the Open Reaction Database (ORD), a public repository of structured organic reaction records. Task: describe an organic reaction: reactants, conditions, products, and yield Starting materials: ClC(CN=C=S)=C (2-chloro-allyl isothiocyanate), C(C1=CC=CC=C1)S (benzyl mercaptan), N12CCN(CC1)CC2 (1,4-diazabicyclo[2.2.2]octane). The solvent is C1(=CC=CC=C1)C (toluene), C(C)#N (acetonitrile). Reaction conditions: temperature 75 celsius, time 1 hour. Yields the product C(C1=CC=CC=C1)SC(NCC(=C)Cl)=S ((2-Chloro-allyl)-dithiocarbamic acid benzyl ester). RXN SMILES: [Cl:1][C:2](=[CH2:7])[CH2:3][N:4]=[C:5]=[S:6].[CH2:8]([SH:15])[C:9]1[CH:14]=[CH:13][CH:12]=[CH:11][CH:10]=1.N12CCN(CC1)CC2>C(#N)C.C1(C)C=CC=CC=1>[CH2:8]([S:15][C:5](=[S:6])[NH:4][CH2:3][C:2]([Cl:1])=[CH2:7])[C:9]1[CH:14]=[CH:13][CH:12]=[CH:11][CH:10]=1. Reported procedure: 47 g of 2-chloro-allyl isothiocyanate and 40 g of benzyl mercaptan are dissolved in 150 ml of acetonitrile and 150 ml of toluene. Then 1 g of 1,4-diazabicyclo[2.2.2]octane is added and the mixture is heated to 75° C. and stirred for one hour. After cooling to room temperature, the solvent is removed by evaporation and the residue is crystallised from ether/hexane. In that manner the title product having a melting point of 46-48° C. (compound A) is obtained. Starting materials: ClC1=C(C(=O)O)C=C(C=C1)S(=O)(=O)Cl (2-Chloro-5-chlorosulfonyl benzoic acid), ClC1=CC=C(C=C1)CCN (2-(p-chlorophenyl)ethylamine). Solvent: C(Cl)Cl (methylene chloride). Conditions: time 8 hour. Yields the product ClC1=C(C(=O)O)C=C(C=C1)S(=O)(=O)NCCC1=CC=C(C=C1)Cl (2-Chloro-5-(2-[p-chlorophenyl]ethylaminosulfonyl)benzoic Acid). Reaction SMILES: [Cl:1][C:2]1[CH:10]=[CH:9][C:8]([S:11](Cl)(=[O:13])=[O:12])=[CH:7][C:3]=1[C:4]([OH:6])=[O:5].[Cl:15][C:16]1[CH:21]=[CH:20][C:19]([CH2:22][CH2:23][NH2:24])=[CH:18][CH:17]=1>C(Cl)Cl>[Cl:1][C:2]1[CH:10]=[CH:9][C:8]([S:11]([NH:24][CH2:23][CH2:22][C:19]2[CH:20]=[CH:21][C:16]([Cl:15])=[CH:17][CH:18]=2)(=[O:13])=[O:12])=[CH:7][C:3]=1[C:4]([OH:6])=[O:5]. Procedure details: 2-Chloro-5-chlorosulfonyl benzoic acid, 3.5 g. (0.014 mole), is added to a solution of 2-(p-chlorophenyl)ethylamine, 6.5 g. (0.042 mole) in 25 ml. methylene chloride. The resulting slurry is stirred overnight and filtered to recover 9.7 g. of residue. This is recrystallized three times from aqueous isopropanol, then dissolved in 1 N aqueous sodium hydroxide, washed three times with ether, and then acidified with conc. hydrochloric acid. The resulting precipitate is recrystallized twice from aque... Starting materials: II (iodine crystals), BrC1=CC=C(C=C1)F (1-bromo-4-fluorobenzene), [Mg] (magnesium), ice water, C1CC2CC1CC2=O (Norcamphor). The solvent is C1CCOC1 (THF), C1CCOC1 (THF). Run at time 8 hour. Yields the product FC1=CC=C(C=C1)C1(C2CCC(C1)C2)O ((±)2-(4-fluorophenyl)-bicyclo[2.2.1]heptan-2-ol). RXN SMILES: Br[C:2]1[CH:7]=[CH:6][C:5]([F:8])=[CH:4][CH:3]=1.[Mg].II.[CH2:12]1[CH:16]2[CH2:17][C:18](=[O:19])[CH:14]([CH2:15]2)[CH2:13]1>C1COCC1>[F:8][C:5]1[CH:6]=[CH:7][C:2]([C:18]2([OH:19])[CH2:17][CH:16]3[CH2:15][CH:14]2[CH2:13][CH2:12]3)=[CH:3][CH:4]=1. Procedure details: A mixture of 1-bromo-4-fluorobenzene (5.00 ml, 45.5 mmol), magnesium turnings (3.32 g, 137 mmol), and a few iodine crystals in 70 ml dry THF were vigorously stirred for 4 hours under the protection of nitrogen and cooling with ice/water. Norcamphor (5.00 g, 45.5 mmol) dissolved in 10 ml dry THF was added drop-wise, and the reaction was allowed to warm up to room temperature and stirred overnight. The reaction was carefully quenched with water and decanted from the excess magnesium turnings. The ... Reactants: OCC1(C(CCC2(C=3C(C=C(C(C3CCC12)=O)C(C)C)=O)C)=O)C (5,6,8,8a,9,10-hexahydro-8-hydroxymethyl-4b,8-dimethyl-2-(1-methylethyl)-1,4,7(4bH)-phenanthrenetrione), C(C)(=O)OC(C)=O (acetic anhydride), ice water. Run in N1=CC=CC=C1 (pyridine). Run at time 2.5 hour. Product: C(C)(=O)OCC1(C(CCC2(C=3C(C=C(C(C3CCC12)=O)C(C)C)=O)C)=O)C (8-(acetoxymethyl)-5,6,8,8a,9,10-hexahydro-4b,8-dimethyl-2-(1-methylethyl)-1,4,7(4bH)-phenanthrenetrione). RXN SMILES: [OH:1][CH2:2][C:3]1([CH3:24])[CH:16]2[C:7]([CH3:22])([C:8]3[C:9](=[O:21])[CH:10]=[C:11]([CH:18]([CH3:20])[CH3:19])[C:12](=[O:17])[C:13]=3[CH2:14][CH2:15]2)[CH2:6][CH2:5][C:4]1=[O:23].[C:25](OC(=O)C)(=[O:27])[CH3:26]>N1C=CC=CC=1>[C:25]([O:1][CH2:2][C:3]1([CH3:24])[CH:16]2[C:7]([CH3:22])([C:8]3[C:9](=[O:21])[CH:10]=[C:11]([CH:18]([CH3:20])[CH3:19])[C:12](=[O:17])[C:13]=3[CH2:14][CH2:15]2)[CH2:6][CH2:5][C:4]1=[O:23])(=[O:27])[CH3:26]. Procedure details: A mixture consisting of 60 mg of the 5,6,8,8a,9,10-hexahydro-8-hydroxymethyl-4b,8-dimethyl-2-(1-methylethyl)-1,4,7(4bH)-phenanthrenetrione obtained in Example 2, 0.1 ml of acetic anhydride and 1 ml of pyridine was stirred at room temperature for 2.5 hours. The reaction mixture was poured into ice water, and extracted with ether. The organic layer was washed with an aqueous saturated with sodium chloride, dried with anhydrous magnesium sulfate, and concentrated. The resulting crude product was pu... The reactants are C(=O)(C(F)(F)F)O (TFA), C(C)(C)(C)OC(=O)N([C@@H]1CCC2=CC=C(C=C12)C(=O)OC)CC ((R)-methyl 3-(tert-butoxycarbonyl-(ethyl)amino)-2,3-dihydro-1H-indene-5-carboxylate). The solvent is C(Cl)Cl (DCM). Conditions: time 1 hour. Product: C(C)N[C@@H]1CCC2=CC=C(C=C12)C(=O)OC ((R)-Methyl 3-(ethylamino)-2,3-dihydro-1H-indene-5-carboxylate). The yield is 91.0%. Reaction SMILES: C(O)(C(F)(F)F)=O.C(OC([N:15]([CH2:29][CH3:30])[C@H:16]1[C:24]2[C:19](=[CH:20][CH:21]=[C:22]([C:25]([O:27][CH3:28])=[O:26])[CH:23]=2)[CH2:18][CH2:17]1)=O)(C)(C)C>C(Cl)Cl>[CH2:29]([NH:15][C@H:16]1[C:24]2[C:19](=[CH:20][CH:21]=[C:22]([C:25]([O:27][CH3:28])=[O:26])[CH:23]=2)[CH2:18][CH2:17]1)[CH3:30]. Reported procedure: TFA (25 ml) was added dropwise at 0° C. to a solution of (R)-methyl 3-(tert-butoxycarbonyl-(ethyl)amino)-2,3-dihydro-1H-indene-5-carboxylate (10.84 g, 33.97 mmol, 1 eq) in DCM (100 ml), and the mixture was stirred for 1 hour at RT. After monitoring by TLC, the reaction solution was concentrated under reduced pressure, the residue was taken up in sat. sodium hydrogen carbonate solution (500 ml) and extraction with ethyl acetate (3×1000 ml) was carried out. The combined org. phases were washed wit... Starting materials: CC(C)(C)OC(=O)N1CC(=O)C1, CO, O=C(c1nccs1)N1CCNCC1. The product is CC(C)(C)OC(=O)N1CC(N2CCN(C(=O)c3nccs3)CC2)C1. RXN SMILES: [C:14](=[O:15])([O:16][C:17]([CH3:18])([CH3:19])[CH3:20])[N:21]1[CH2:22][C:23](=[O:25])[CH2:24]1.[CH3:26][OH:27].[N:1]1([C:7](=[O:8])[c:9]2[s:10][cH:11][cH:12][n:13]2)[CH2:2][CH2:3][NH:4][CH2:5][CH2:6]1>>[N:1]1([C:7](=[O:8])[c:9]2[s:10][cH:11][cH:12][n:13]2)[CH2:2][CH2:3][N:4]([CH:23]2[CH2:22][N:21]([C:14](=[O:15])[O:16][C:17]([CH3:18])([CH3:19])[CH3:20])[CH2:24]2)[CH2:5][CH2:6]1. Starting materials: C(C)(C)(C)OC(=O)N1C2CN(C(CC1COC2)=O)C=2C=NC(=CC2)NC=2N=CC1=C(N2)N(C(=C1)C(N(C)C)=O)C1CCCC1 (3-[6-(7-Cyclopentyl-6-dimethylcarbamoyl-7H-pyrrolo[2,3-d]pyrimidin-2-ylamino)-pyridin-3-yl]-4-oxo-8-oxa-3,10-diaza-bicyclo[4.3.1]decane-10-carboxylic acid tert-butyl ester), 7-Cyclopentyl, CN(C(=O)C1=CC2=C(N=CN=C2)N1)C (7H-pyrrolo[2,3-d]pyrimidine-6-carboxylic acid dimethylamide). Yields the product CN(C(=O)C1=CC2=C(N=C(N=C2)NC2=NC=C(C=C2)N2CC3COCC(CC2=O)N3)N1C1CCCC1)C (7-Cyclopentyl-2-[5-(4-oxo-8-oxa-3,10-diaza-bicyclo[4.3.1]dec-3-yl)-pyridin-2-ylamino]-7H-pyrrolo[2,3-d]pyrimidine-6-carboxylic acid dimethylamide). Isolated yield 58.8%. Reaction SMILES: C(OC([N:8]1[CH:14]2[CH2:15][O:16][CH2:17][CH:9]1[CH2:10][N:11]([C:19]1[CH:20]=[N:21][C:22]([NH:25][C:26]3[N:27]=[CH:28][C:29]4[CH:34]=[C:33]([C:35](=[O:39])[N:36]([CH3:38])[CH3:37])[N:32]([CH:40]5[CH2:44][CH2:43][CH2:42][CH2:41]5)[C:30]=4[N:31]=3)=[CH:23][CH:24]=1)[C:12](=[O:18])[CH2:13]2)=O)(C)(C)C.CN(C)C(C1NC2N=CN=CC=2C=1)=O>>[CH3:37][N:36]([CH3:38])[C:35]([C:33]1[N:32]([CH:40]2[CH2:44][CH2:43][CH2:42][CH2:41]2)[C:30]2[N:31]=[C:26]([NH:25][C:22]3[CH:23]=[CH:24][C:19]([N:11]4[C:12](=[O:18])[CH2:13][CH:14]5[NH:8][CH:9]([CH2:17][O:16][CH2:15]5)[CH2:10]4)=[CH:20][N:21]=3)[N:27]=[CH:28][C:29]=2[CH:34]=1)=[O:39]. Procedure details: Following deprotection method 1, 3-[6-(7-Cyclopentyl-6-dimethylcarbamoyl-7H-pyrrolo[2,3-d]pyrimidin-2-ylamino)-pyridin-3-yl]-4-oxo-8-oxa-3,10-diaza-bicyclo[4.3.1]decane-10-carboxylic acid tert-butyl ester (470 mg, 0.777 mmol) was converted to 7-Cyclopentyl-2-[5-(4-oxo-8-oxa-3,10-diaza-bicyclo[4.3.1]dec-3-0)-pyridin-2-ylamino]-7H-pyrrolo[2,3-d]pyrimidine-6-carboxylic acid dimethylamide (231 mg, 0.457 mmol) in 58.8% yield. 1H NMR (400 MHz, D6 DMSO) δ 10.2 (s, 1H, broad), 9.05 (s, 1H, broad), 8.35 ...